Dataset: the Open Reaction Database (ORD), a public repository of structured organic reaction records. Task: describe an organic reaction: reactants, conditions, products, and yield The reactants are CO (methanol), Cl (hydrochloric acid), Cl.Cl.N1=CC(=CC2=CC=CC=C12)NC(=N)NC(=N)NCCCCCCCC (N1-(3-quinolyl)-N5-octyl-biguanide dihydrochloride), CC(=O)C (acetone), Cl (hydrochloric acid). Product: Cl.Cl.NC=1N(C(N=C(N1)NCCCCCCCC)(C)C)C=1C=NC2=CC=CC=C2C1 (2-Amino-4-octylamino-1-(3-quinolyl)-1,6-dihydro-6,6-dimethyl-1,3,5-triazine dihydrochloride). Reaction SMILES: CO.[ClH:3].Cl.Cl.[N:6]1[C:15]2[C:10](=[CH:11][CH:12]=[CH:13][CH:14]=2)[CH:9]=[C:8]([NH:16][C:17]([NH:19][C:20]([NH:22][CH2:23][CH2:24][CH2:25][CH2:26][CH2:27][CH2:28][CH2:29][CH3:30])=[NH:21])=[NH:18])[CH:7]=1.[CH3:31][C:32]([CH3:34])=O>>[ClH:3].[ClH:3].[NH2:18][C:17]1[N:16]([C:8]2[CH:7]=[N:6][C:15]3[C:10]([CH:9]=2)=[CH:11][CH:12]=[CH:13][CH:14]=3)[C:32]([CH3:34])([CH3:31])[N:21]=[C:20]([NH:22][CH2:23][CH2:24][CH2:25][CH2:26][CH2:27][CH2:28][CH2:29][CH3:30])[N:19]=1 |f:2.3.4,6.7.8|. Procedure details: 150 ml of methanol, 120 ml of acetone and 0.5 ml of concentrated hydrochloric acid were added to 7.0 g (18.6 mmol) of N1-(3-quinolyl)-N5-octyl-biguanide dihydrochloride. The mixture was refluxed for 26 hours, and 1.8 ml of concentrated hydrochloric acid was further added thereto. The mixture was refluxed for 22 hours, and the solvent was distilled off under reduced pressure. The residue was purified by silica gel column chromatography (elution with a mixture of chloroform and methanol (9:1)) to ...